Dataset: the Open Reaction Database (ORD), a public repository of structured organic reaction records. Task: describe an organic reaction: reactants, conditions, products, and yield The reactants are CO, Cn1nccc1-c1cc(C(=O)NC(Cc2ccccc2C(F)(F)F)CN2C(=O)c3ccccc3C2=O)c(Cl)n1C, NN, C1CCOC1. Yields the product Cn1nccc1-c1cc(C(=O)NC(CN)Cc2ccccc2C(F)(F)F)c(Cl)n1C. RXN SMILES: [CH3:48][OH:49].[Cl:1][c:2]1[n:3]([CH3:40])[c:4](-[c:34]2[cH:35][cH:36][n:37][n:38]2[CH3:39])[cH:5][c:6]1[C:7](=[O:8])[NH:9][CH:10]([CH2:11][N:12]1[C:13](=[O:14])[c:15]2[c:16]([cH:17][cH:18][cH:19][cH:20]2)[C:21]1=[O:22])[CH2:23][c:24]1[c:25]([C:30]([F:31])([F:32])[F:33])[cH:26][cH:27][cH:28][cH:29]1.[NH2:41][NH2:42].[O:43]1[CH2:44][CH2:45][CH2:46][CH2:47]1>>[Cl:1][c:2]1[n:3]([CH3:40])[c:4](-[c:34]2[cH:35][cH:36][n:37][n:38]2[CH3:39])[cH:5][c:6]1[C:7](=[O:8])[NH:9][CH:10]([CH2:11][NH2:12])[CH2:23][c:24]1[c:25]([C:30]([F:31])([F:32])[F:33])[cH:26][cH:27][cH:28][cH:29]1. Reactants: [OH-].[K+] (Potassium hydroxide), OC1=C2CCC(C2=CC=C1)N1CCCCC1 (4-hydroxy-1-piperidinylindan), BrCCCBr (1,3-dibromopropane). The reagents and catalysts are [Cl-].C(CCC)[N+](CCCC)(CCCC)CCCC (tetrabutylammonium chloride). Run at time 2 hour. The product is BrCCCC1=C2CCC(C2=CC=C1)N1CCCCC1 (4-(3-Bromopropyl)-1-piperidinylindan). As a reaction SMILES: [OH-].[K+].O[C:4]1[CH:12]=[CH:11][CH:10]=[C:9]2[C:5]=1[CH2:6][CH2:7][CH:8]2[N:13]1[CH2:18][CH2:17][CH2:16][CH2:15][CH2:14]1.[Br:19][CH2:20][CH2:21][CH2:22]Br>[Cl-].C([N+](CCCC)(CCCC)CCCC)CCC>[Br:19][CH2:20][CH2:21][CH2:22][C:4]1[CH:12]=[CH:11][CH:10]=[C:9]2[C:5]=1[CH2:6][CH2:7][CH:8]2[N:13]1[CH2:18][CH2:17][CH2:16][CH2:15][CH2:14]1 |f:0.1,4.5|. Reported procedure: Potassium hydroxide (53 g, 87%) is added over a period of 1 hour 15 min to a stirred suspension of 4-hydroxy-1-piperidinylindan (30 g), and tetrabutylammonium chloride (4.1 g) in 1,3-dibromopropane (140 ml) and the resulting mixture stirred at RT under nitrogen for two hours. The reaction mixture is partitioned between ice-water and ether and the aqueous layer separated and extracted with ether. The combined organic extracts are washed with water and ice cold 5% aqueous HCl forming a precipitate... Reactants: NCCCNCCCNC(OC(C)(C)C)=O (tert-butyl (3-((3-aminopropyl)amino)propyl)-carbamate), C(CCC)OC=1C=C(C=C(C=O)C1)C=O (5-Butoxyisophthalaldehyde), [BH4-].[Na+] (Sodium borohydride). Solvent: CO (MeOH). Conditions: time 24 hour. Product: C(CCC)OC=1C=C(C=C(C1)CNCCCNCCCNC(OC(C)(C)C)=O)CNCCCNCCCNC(OC(C)(C)C)=O (Di-tert-butyl ((((((5-butoxy-1,3-phenylene)bis(methylene))bis(azanediyl))-bis(propane-3,1-diyl))bis(azanediyl))bis(propane-3,1-diyl))dicarbamate). RXN SMILES: [CH2:1]([O:5][C:6]1[CH:7]=[C:8]([CH:14]=O)[CH:9]=[C:10]([CH:13]=1)[CH:11]=O)[CH2:2][CH2:3][CH3:4].[NH2:16][CH2:17][CH2:18][CH2:19][NH:20][CH2:21][CH2:22][CH2:23][NH:24][C:25](=[O:31])[O:26][C:27]([CH3:30])([CH3:29])[CH3:28].[BH4-].[Na+]>CO>[CH2:1]([O:5][C:6]1[CH:13]=[C:10]([CH2:11][NH:16][CH2:17][CH2:18][CH2:19][NH:20][CH2:21][CH2:22][CH2:23][NH:24][C:25](=[O:31])[O:26][C:27]([CH3:29])([CH3:28])[CH3:30])[CH:9]=[C:8]([CH2:14][NH:16][CH2:17][CH2:18][CH2:19][NH:20][CH2:21][CH2:22][CH2:23][NH:24][C:25](=[O:31])[O:26][C:27]([CH3:28])([CH3:30])[CH3:29])[CH:7]=1)[CH2:2][CH2:3][CH3:4] |f:2.3|. Reported procedure: 5-Butoxyisophthalaldehyde (0.80 g, 0.85 mmol) and MeOH (15 mL) were added to a round-bottom flask. To the solution was added tert-butyl (3-((3-aminopropyl)amino)propyl)-carbamate (0.39 g, 1.70 mmol), and the reaction mixture was stirred at rt for 24 h. Sodium borohydride (0.13 g, 3.40 mmol) was added and the reaction mixture stirred for 1 h. The reaction mixture was concentrated under reduced pressure and aq. NaOH (10%, 50 mL) and EtOAc (50 mL) were added. The layers were separated and the aqueo...